Dataset: the Open Reaction Database (ORD), a public repository of structured organic reaction records. Task: describe an organic reaction: reactants, conditions, products, and yield Reactants: Cl (HCl), ClC1=NC2=NC=CC(=C2C=C1)Cl (2,5-dichloro-[1,8]naphthyridine), Tetrakis-(triphenylphosphine)palladium(0), C(CCC)[Sn](C(=C)OCC)(CCCC)CCCC (tributyl(1-ethoxyvinyl)tin), [OH-].[Na+] (NaOH). The solvent is O1CCOCC1 (1,4-dioxane), C(C)(=O)OCC (ethyl acetate). Run at temperature 80 celsius. Yields the product ClC1=C2C=CC(=NC2=NC=C1)C(C)=O (1-(5-Chloro-[1,8]naphthyridin-2-yl)ethanone). The yield is 33.6%. RXN SMILES: Cl[C:2]1[CH:11]=[CH:10][C:9]2[C:4](=[N:5][CH:6]=[CH:7][C:8]=2[Cl:12])[N:3]=1.C([Sn](CCCC)(CCCC)[C:18]([O:20]CC)=[CH2:19])CCC.Cl.[OH-].[Na+]>O1CCOCC1.C(OCC)(=O)C>[Cl:12][C:8]1[CH:7]=[CH:6][N:5]=[C:4]2[C:9]=1[CH:10]=[CH:11][C:2]([C:18](=[O:20])[CH3:19])=[N:3]2 |f:3.4|. Procedure: A stirred solution of 2,5-dichloro-[1,8]naphthyridine (Barlin, G. B.; Tan, W.-L. Aust. J. Chem. 1984, 37, 1065) (0.1001 g, 0.503 mmol) in 1,4-dioxane (5 mL) was degassed by bubbling nitrogen through for 15 min. Tetrakis-(triphenylphosphine)palladium(0) (30.0 mg, 0.0259 mmol) and tributyl(1-ethoxyvinyl)tin (0.170 mL, 0.503 mmol) was added and the mixture was heated at 80° C. for 17 h under nitrogen. The mixture was diluted with ethyl acetate (20 mL) and shaken with 2 N aqueous HCl (15 mL) for 1 m... Reactants: BrC=1NC(=C(N1)C)C(=O)OC(C)C (isopropyl 2-bromo-4-methyl-5-imidazolecarboxylate), N1(NCCCCCCCCC1)C1CCCCCCCCCC1 (diazabicycloundecane), BrC(C)C (2-bromopropane). The solvent is C1=CC=CC=C1 (benzene). The product is C(C)(C)N1C(=NC(=C1C(=O)OC(C)C)C)Br (isopropyl 1-isopropyl-2-bromo-4-methyl-5-imidazolecarboxylate), BrC1=NC(=C(N1C(C)C)C)C(=O)OC(C)C (Isopropyl 2-bromo-3-isopropyl-4-methyl-5-imidazolecarboxylate). Isolated yield 20.0%. As a reaction SMILES: [Br:1][C:2]1[NH:3][C:4]([C:8]([O:10][CH:11]([CH3:13])[CH3:12])=[O:9])=[C:5]([CH3:7])[N:6]=1.N1(C2CCCCCCCCCC2)CCCCCC[CH2:18][CH2:17][CH2:16]N1.Br[CH:37]([CH3:39])[CH3:38]>C1C=CC=CC=1>[CH:17]([N:3]1[C:4]([C:8]([O:10][CH:11]([CH3:13])[CH3:12])=[O:9])=[C:5]([CH3:7])[N:6]=[C:2]1[Br:1])([CH3:18])[CH3:16].[Br:1][C:2]1[N:6]([CH:37]([CH3:39])[CH3:38])[C:5]([CH3:7])=[C:4]([C:8]([O:10][CH:11]([CH3:13])[CH3:12])=[O:9])[N:3]=1. Procedure details: To a solution of 2 g (8.1×10-3 moles) of isopropyl 2-bromo-4-methyl-5-imidazolecarboxylate in 20 ml of benzene was added 1.2 ml (8.2× 10-3 moles) of diazabicycloundecane, followed by 1.0 g (8.1×10-3 moles) of 2-bromopropane. The resulting mixture was heated to reflux overnight, cooled to room temperature and filtered. Concentration in vacuo gave a golden oil. This residue was purified by medium pressure liquid chromatography on silica gel to yield 1.6 g (70%) isopropyl 1-isopropyl-2-bromo-4-meth...